The task is: describe an organic reaction: reactants, conditions, products, and yield. This data is from the Open Reaction Database (ORD), a public repository of structured organic reaction records. Reactants: CNC (Dimethylamine), BrCC=1C=C2C(C=C(OC2=CC1)C1=CC=C(C=C1)O)=O (6-bromomethyl-2-(4-hydroxyphenyl)chromen-4-one). Run in C1CCOC1 (THF). Conditions: time 17 hour. The product is CN(C)CC=1C=C2C(C=C(OC2=CC1)C1=CC=C(C=C1)O)=O (6-((dimethylamino)methyl)-2-(4-hydroxyphenyl)-4H-chromen-4-one). Isolated yield 68.0%. RXN SMILES: [CH3:1][NH:2][CH3:3].Br[CH2:5][C:6]1[CH:7]=[C:8]2[C:13](=[CH:14][CH:15]=1)[O:12][C:11]([C:16]1[CH:21]=[CH:20][C:19]([OH:22])=[CH:18][CH:17]=1)=[CH:10][C:9]2=[O:23]>C1COCC1>[CH3:1][N:2]([CH2:5][C:6]1[CH:7]=[C:8]2[C:13](=[CH:14][CH:15]=1)[O:12][C:11]([C:16]1[CH:21]=[CH:20][C:19]([OH:22])=[CH:18][CH:17]=1)=[CH:10][C:9]2=[O:23])[CH3:3]. Reported procedure: Dimethylamine (1 M solution in THF, 1.2 mL) was added to 6-bromomethyl-2-(4-hydroxyphenyl)chromen-4-one (206 mg, 0.62 mmol) dissolved in dry THF (10 mL). The reaction mixture was stirred at rt for 17 hr. Most of the solvent was then removed in vacuo and the yellowish residue was suspended in 20 mL of water. The resulting suspension was stirred at rt for 30 min and the solid was removed by filtration, washed with water, ether, and air-dried to afford 6-((dimethylamino)methyl)-2-(4-hydroxyphenyl)-... The reactants are C1(CCCCC1)CC1=NC=C(C(N1C)=O)C1=CC(=C(C=C1)OC1=C2C(=NC=C1)N(N=C2I)CC2=CC=C(C=C2)OC)F (2-(cyclohexylmethyl)-5-(3-fluoro-4-(3-iodo-1-(4-methoxybenzyl)-1H-pyrazolo[3,4-b]pyridin-4-yloxy)phenyl)-3-methylpyrimidin-4(3H)-one), N1(CCOCC1)C(=O)C1=CC=C(C=C1)B(O)O (4-(morpholine-4-carbonyl)phenylboronic acid), [Cl-].[Li+] (lithium chloride). The reagents and catalysts are C=1C=CC(=CC1)[P](C=2C=CC=CC2)(C=3C=CC=CC3)[Pd]([P](C=4C=CC=CC4)(C=5C=CC=CC5)C=6C=CC=CC6)([P](C=7C=CC=CC7)(C=8C=CC=CC8)C=9C=CC=CC9)[P](C=1C=CC=CC1)(C=1C=CC=CC1)C=1C=CC=CC1 (Pd(PPh3)4). Run in O1CCOCC1 (dioxane), C(=O)([O-])[O-].[Na+].[Na+] (Na2CO3). Conditions: temperature 100 celsius, time 35 minute. Product: C1(CCCCC1)CC1=NC=C(C(N1C)=O)C1=CC(=C(C=C1)OC1=C2C(=NC=C1)N(N=C2C2=CC=C(C=C2)C(=O)N2CCOCC2)CC2=CC=C(C=C2)OC)F (2-(cyclohexylmethyl)-5-(3-fluoro-4-(1-(4-methoxybenzyl)-3-(4-(morpholine-4-carbonyl)phenyl)-1H-pyrazolo[3,4-b]pyridin-4-yloxy)phenyl)-3-methylpyrimidin-4(3H)-one). Yield: 98.2%. RXN SMILES: [CH:1]1([CH2:7][C:8]2[N:13]([CH3:14])[C:12](=[O:15])[C:11]([C:16]3[CH:21]=[CH:20][C:19]([O:22][C:23]4[CH:28]=[CH:27][N:26]=[C:25]5[N:29]([CH2:33][C:34]6[CH:39]=[CH:38][C:37]([O:40][CH3:41])=[CH:36][CH:35]=6)[N:30]=[C:31](I)[C:24]=45)=[C:18]([F:42])[CH:17]=3)=[CH:10][N:9]=2)[CH2:6][CH2:5][CH2:4][CH2:3][CH2:2]1.[N:43]1([C:49]([C:51]2[CH:56]=[CH:55][C:54](B(O)O)=[CH:53][CH:52]=2)=[O:50])[CH2:48][CH2:47][O:46][CH2:45][CH2:44]1.[Cl-].[Li+]>O1CCOCC1.C([O-])([O-])=O.[Na+].[Na+].C1C=CC([P]([Pd]([P](C2C=CC=CC=2)(C2C=CC=CC=2)C2C=CC=CC=2)([P](C2C=CC=CC=2)(C2C=CC=CC=2)C2C=CC=CC=2)[P](C2C=CC=CC=2)(C2C=CC=CC=2)C2C=CC=CC=2)(C2C=CC=CC=2)C2C=CC=CC=2)=CC=1>[CH:1]1([CH2:7][C:8]2[N:13]([CH3:14])[C:12](=[O:15])[C:11]([C:16]3[CH:21]=[CH:20][C:19]([O:22][C:23]4[CH:28]=[CH:27][N:26]=[C:25]5[N:29]([CH2:33][C:34]6[CH:39]=[CH:38][C:37]([O:40][CH3:41])=[CH:36][CH:35]=6)[N:30]=[C:31]([C:54]6[CH:53]=[CH:52][C:51]([C:49]([N:43]7[CH2:48][CH2:47][O:46][CH2:45][CH2:44]7)=[O:50])=[CH:56][CH:55]=6)[C:24]=45)=[C:18]([F:42])[CH:17]=3)=[CH:10][N:9]=2)[CH2:6][CH2:5][CH2:4][CH2:3][CH2:2]1 |f:2.3,5.6.7,^1:77,79,98,117|. Procedure: A suspension of 2-(cyclohexylmethyl)-5-(3-fluoro-4-(3-iodo-1-(4-methoxybenzyl)-1H-pyrazolo[3,4-b]pyridin-4-yloxy)phenyl)-3-methylpyrimidin-4(3H)-one (0.025 g, 0.037 mmol), 4-(morpholine-4-carbonyl)phenylboronic acid (0.010 g, 0.044 mmol), Pd(PPh3)4 (0.002 g, 0.002 mmol) and lithium chloride (0.006 g, 0.147 mmol) in dioxane (1 mL) and 2 M aqueous Na2CO3 (1 mL) was stirred at 100° C. for 35 minutes and then at room temperature overnight. The reaction mixture was partitioned between EtOAc and H2O. ... The reactants are COC1=CC=C(CC2CCN(CC2)C(C(=O)NC2=CC3=C(NC(O3)=O)C=C2)=O)C=C1 (2-[4-[4-Methoxy-benzyl)-piperidin-1-yl]-2-oxo-N-(2-oxo-2,3-dihydro-benzoxazol-6-yl)-acetamide). Solvent: C(C)OCC (diethylether). The product is OC1=CC=C(CC2CCN(CC2)C(C(=O)NC2=CC3=C(NC(O3)=O)C=C2)=O)C=C1 (2-[4-(4-Hydroxy-benzyl)-piperidin-1-yl]-2-oxo-N-(2-oxo-2,3-dihydro-benzoxazol-6-yl)-acetamide). RXN SMILES: C[O:2][C:3]1[CH:30]=[CH:29][C:6]([CH2:7][CH:8]2[CH2:13][CH2:12][N:11]([C:14](=[O:28])[C:15]([NH:17][C:18]3[CH:27]=[CH:26][C:21]4[NH:22][C:23](=[O:25])[O:24][C:20]=4[CH:19]=3)=[O:16])[CH2:10][CH2:9]2)=[CH:5][CH:4]=1>C(OCC)C>[OH:2][C:3]1[CH:30]=[CH:29][C:6]([CH2:7][CH:8]2[CH2:13][CH2:12][N:11]([C:14](=[O:28])[C:15]([NH:17][C:18]3[CH:27]=[CH:26][C:21]4[NH:22][C:23](=[O:25])[O:24][C:20]=4[CH:19]=3)=[O:16])[CH2:10][CH2:9]2)=[CH:5][CH:4]=1. Procedure details: The title compound is prepared from 2-[4-(4-methoxy-benzyl)-piperidin-1-yl]-2-oxo-N-(2-oxo-2,3-dihydro-benzoxazol-6-yl)-acetamide (Example 122) according to the method described in Example 192. Melting Point:235-239° C. (diethylether) The product is N[C@@H](C)C(=O)N[C@@H](C(C)C)C(=O)N[C@@H](C)C(=O)OC1=CC=C([N+](=O)[O-])C=C1 (Ala-Val-Ala-ONp). RXN SMILES: [NH2:1][C@H:2]([C:4]([NH:6][C@H:7]([C:11]([NH:13][C@H:14]([C:16]([OH:18])=[O:17])[CH3:15])=[O:12])[CH:8]([CH3:10])[CH3:9])=[O:5])[CH3:3].[CH:19]1[C:24]([N+:25]([O-:27])=[O:26])=[CH:23][CH:22]=[C:21](O)[CH:20]=1.C1(N=C=NC2CCCCC2)CCCCC1>O1CCCC1>[NH2:1][C@H:2]([C:4]([NH:6][C@H:7]([C:11]([NH:13][C@H:14]([C:16]([O:18][C:21]1[CH:20]=[CH:19][C:24]([N+:25]([O-:27])=[O:26])=[CH:23][CH:22]=1)=[O:17])[CH3:15])=[O:12])[CH:8]([CH3:10])[CH3:9])=[O:5])[CH3:3]. The reactants are N[C@@H](C)C(=O)N[C@@H](C(C)C)C(=O)N[C@@H](C)C(=O)O (Ala-Val-Ala-OH), C1=CC(=CC=C1[N+](=O)[O-])O (p-nitrophenol), C1(CCCCC1)N=C=NC1CCCCC1 (dicyclohexylcarbodiimide), N[C@@H](C)C(=O)N[C@@H](C(C)C)C(=O)N[C@@H](C)C(=O)O (Ala-Val-Ala). Run in O1CCCC1 (tetrahydrofuran). Procedure: From 3.6 g of MA-Ala-Val-Ala-OH (0.012 mol), 1.5 g (0.012 mol) of p-nitrophenol, and 2.5 g (0.0125 mol) of dicyclohexylcarbodiimide in 50 ml of tetrahydrofuran was prepared 2.0 g (40% yield) of MA-Ala-Val-Ala ONp; m.p. 174°-6° C. Recrystalized from ethylacetate/hexane. Molar extinction coefficient, ε274 nm =9300 (DMSO). Starting materials: Cl (HCl), [Li]CCCC (n-BuLi), C(C1=CC=CC=C1)C1=C(C(=O)NC)C=CC(=C1)OC (2-Benzyl-4-methoxy-N-methylbenzamide), N1=C(C=CC=C1)CCl (2-picolyl chloride). The solvent is C1CCOC1 (THF). Reaction conditions: time 30 minute. The product is COC=1C=C2C(=C(N(C(C2=CC1)=O)C)C1=NC=CC=C1)C1=CC=CC=C1 (6-Methoxy-2-methyl-4-phenyl-3-pyridin-2-ylisoquinolin-1(2H)-one). RXN SMILES: [Li][CH2:2]CCC.[CH2:6]([C:13]1[CH:22]=[C:21]([O:23][CH3:24])[CH:20]=[CH:19][C:14]=1[C:15]([NH:17][CH3:18])=[O:16])[C:7]1[CH:12]=[CH:11][CH:10]=[CH:9][CH:8]=1.[N:25]1[CH:30]=[CH:29][CH:28]=[CH:27][C:26]=1CCl.Cl>C1COCC1>[CH3:24][O:23][C:21]1[CH:22]=[C:13]2[C:14](=[CH:19][CH:20]=1)[C:15](=[O:16])[N:17]([CH3:2])[C:18]([C:26]1[CH:27]=[CH:28][CH:29]=[CH:30][N:25]=1)=[C:6]2[C:7]1[CH:8]=[CH:9][CH:10]=[CH:11][CH:12]=1. Procedure details: n-BuLi (1.6 M in hexanes, 17.6 mL, 28 mmol) was added to a solution of amide 9 (3 g, 12 mmol) in THF (70 mL) at −78 C. After stirring for 30 min, 2-picolyl chloride.HCl (3.1 g, 8.8 mmol) was added. After stirring for 30 min the reaction mixture was quenched with water then warmed to room temperature. The reaction mixture was concentrated and the residue partitioned between water and EtOAc. The organic phase was dried (Na2SO4) and concentrated. The residue was purified by flash chromatography. Starting materials: CC1(CC=C(C=2C=CC(=CC12)[Se]C#CC(=CC(=O)OC)C)C1=CC=C(C=C1)C)C (methyl 5-(8,8-dimethyl-5-p-tolyl-7,8-dihydro-2-naphthylselanyl)-3-methylpent-2-en-4-ynoate), O.[OH-].[Li+] (lithium hydroxide monohydrate). Yields the product CC1(CC=C(C=2C=CC(=CC12)[Se]C#CC(=CC(=O)O)C)C1=CC=C(C=C1)C)C (5-(8,8-Dimethyl-5-p-tolyl-7,8-dihydro-2-naphthylselanyl)-3-methylpent-2-en-4-ynoic acid). RXN SMILES: [CH3:1][C:2]1([CH3:29])[C:11]2[CH:10]=[C:9]([Se:12][C:13]#[C:14][C:15]([CH3:21])=[CH:16][C:17]([O:19]C)=[O:18])[CH:8]=[CH:7][C:6]=2[C:5]([C:22]2[CH:27]=[CH:26][C:25]([CH3:28])=[CH:24][CH:23]=2)=[CH:4][CH2:3]1.O.[OH-].[Li+]>>[CH3:1][C:2]1([CH3:29])[C:11]2[CH:10]=[C:9]([Se:12][C:13]#[C:14][C:15]([CH3:21])=[CH:16][C:17]([OH:19])=[O:18])[CH:8]=[CH:7][C:6]=2[C:5]([C:22]2[CH:27]=[CH:26][C:25]([CH3:28])=[CH:24][CH:23]=2)=[CH:4][CH2:3]1 |f:1.2.3|. Procedure: In a manner similar to that of Example 1 g, by reacting 0.23 g (0.5 mmol) of methyl 5-(8,8-dimethyl-5-p-tolyl-7,8-dihydro-2-naphthylselanyl)-3-methylpent-2-en-4-ynoate with 0.23 g (5.5 mmol) of lithium hydroxide monohydrate, a pale yellow solid is obtained (0.05 g; yield=23%; m.p.=166° C.). Reactants: CC(C)(C)OC(=O)NC1CCCCC1OCC1CC1, Cl. Yields the product NC1CCCCC1OCC1CC1. As a reaction SMILES: [CH:2]1([CH2:5][O:6][CH:7]2[CH:8]([NH:13][C:14](=[O:15])[O:16][C:17]([CH3:18])([CH3:19])[CH3:20])[CH2:9][CH2:10][CH2:11][CH2:12]2)[CH2:3][CH2:4]1.[ClH:1]>>[CH:2]1([CH2:5][O:6][CH:7]2[CH:8]([NH2:13])[CH2:9][CH2:10][CH2:11][CH2:12]2)[CH2:3][CH2:4]1.